This data is from the Open Reaction Database (ORD), a public repository of structured organic reaction records. The task is: describe an organic reaction: reactants, conditions, products, and yield As a reaction SMILES: [C:1]([O:4][C@@H:5]1[C@@H:10]([O:11][C:12](=[O:14])[CH3:13])[C@H:9]([O:15][C:16](=[O:18])[CH3:17])[C@@H:8]([CH2:19][O:20][C:21](=[O:23])[CH3:22])[O:7][C@H:6]1[O:24][C:25]1[C:29]([CH2:30][C:31]2[CH:36]=[CH:35][C:34]([OH:37])=[CH:33][CH:32]=2)=[C:28]([CH:38]([CH3:40])[CH3:39])[NH:27][N:26]=1)(=[O:3])[CH3:2].[N+](C1C=C(S(O[CH2:54][C@@H:55]2[O:57][CH2:56]2)(=O)=O)C=CC=1)([O-])=O.C(=O)([O-])[O-].[Cs+].[Cs+].O>CN(C)C=O>[C:1]([O:4][C@@H:5]1[C@@H:10]([O:11][C:12](=[O:14])[CH3:13])[C@H:9]([O:15][C:16](=[O:18])[CH3:17])[C@@H:8]([CH2:19][O:20][C:21](=[O:23])[CH3:22])[O:7][C@H:6]1[O:24][C:25]1[C:29]([CH2:30][C:31]2[CH:32]=[CH:33][C:34]([O:37][CH2:54][C@@H:55]3[O:57][CH2:56]3)=[CH:35][CH:36]=2)=[C:28]([CH:38]([CH3:40])[CH3:39])[NH:27][N:26]=1)(=[O:3])[CH3:2] |f:2.3.4|. Solvent: CN(C=O)C (N,N-dimethylformamide). Product: C(C)(=O)O[C@H]1[C@@H](O[C@@H]([C@H]([C@@H]1OC(C)=O)OC(C)=O)COC(C)=O)OC1=NNC(=C1CC1=CC=C(C=C1)OC[C@H]1CO1)C(C)C (3-(2,3,4,6-tetra-O-acetyl-β-D-glucopyranosyloxy)-4-({4-[(R)-2,3-epoxypropoxy]phenyl}methyl)-5-isopropyl-1H-pyrazole). The reactants are O (water), C(C)(=O)O[C@H]1[C@@H](O[C@@H]([C@H]([C@@H]1OC(C)=O)OC(C)=O)COC(C)=O)OC1=NNC(=C1CC1=CC=C(C=C1)O)C(C)C (3-(2,3,4,6-tetra-O-acetyl-β-D-glucopyranosyloxy)-4-[(4-hydroxyphenyl)methyl]-5-isopropyl-1H-pyrazole), [N+](=O)([O-])C=1C=C(C=CC1)S(=O)(=O)OC[C@H]1CO1 ((R)-1-(3-nitrobenzenesulfonyloxy)-2,3-epoxypropane), C([O-])([O-])=O.[Cs+].[Cs+] (cesium carbonate). Procedure: A mixture of 3-(2,3,4,6-tetra-O-acetyl-β-D-glucopyranosyloxy)-4-[(4-hydroxyphenyl)methyl]-5-isopropyl-1H-pyrazole (0.55 g), (R)-1-(3-nitrobenzenesulfonyloxy)-2,3-epoxypropane (0.38 g) and cesium carbonate (0.57 g) in N,N-dimethylformamide (5 mL) was stirred at room temperature for 24 hours. The reaction mixture was poured into water, and the resulting mixture was extracted with ethyl acetate. The organic layer was washed with water and brine successively, and dried over anhydrous magnesium sulfa... Yield: 66.1%. Reaction conditions: time 24 hour. Starting materials: OC=1C2=C(N=CN1)C(=CC=N2)C(=O)N (4-hydroxypyrido[3,2-d]pyrimidine-8-carboxamide), Cl.N[C@H](CN(S(=O)(=O)C1=CC=C(C=C1)[N+](=O)[O-])CC)C1=CC(=C(C=C1)Cl)C(F)(F)F (N—[(S)-2-Amino-2-(4-chloro-3-trifluoromethyl-phenyl)-ethyl]-N-ethyl-4-nitro-benzenesulfonamide hydrochloride). Product: ClC1=C(C=C(C=C1)[C@@H](CNCC)NC=1C2=C(N=CN1)C(=CC=N2)C(=O)N)C(F)(F)F (4-[(S)-1-(4-Chloro-3-trifluoromethyl-phenyl)-2-ethylamino-ethylamino]-pyrido[3,2-d]pyrimidine-8-carboxylic acid amide). Reaction SMILES: O[C:2]1[C:3]2[N:11]=[CH:10][CH:9]=[C:8]([C:12]([NH2:14])=[O:13])[C:4]=2[N:5]=[CH:6][N:7]=1.Cl.[NH2:16][C@@H:17]([C:34]1[CH:39]=[CH:38][C:37]([Cl:40])=[C:36]([C:41]([F:44])([F:43])[F:42])[CH:35]=1)[CH2:18][N:19]([CH2:32][CH3:33])S(C1C=CC([N+]([O-])=O)=CC=1)(=O)=O>>[Cl:40][C:37]1[CH:38]=[CH:39][C:34]([C@H:17]([NH:16][C:2]2[C:3]3[N:11]=[CH:10][CH:9]=[C:8]([C:12]([NH2:14])=[O:13])[C:4]=3[N:5]=[CH:6][N:7]=2)[CH2:18][NH:19][CH2:32][CH3:33])=[CH:35][C:36]=1[C:41]([F:42])([F:43])[F:44] |f:1.2|. Reported procedure: Compound 33 was prepared following general synthesis scheme 8 wherein 4-hydroxypyrido[3,2-d]pyrimidine-8-carboxamide (G) was reacted with N—[(S)-2-Amino-2-(4-chloro-3-trifluoromethyl-phenyl)-ethyl]-N-ethyl-4-nitro-benzenesulfonamide hydrochloride to give the title compound as a beige solid. LC/MS [439 (M+H)]; 1H NMR (400 MHz, DMSO-d6) δ 9.92 (s, 1H), 9.27 (s, 1H), 9.00 (d, J=4.5 Hz, 1H), 8.54 (s, 1H), 8.38 (d, J=4.5 Hz, 1H), 8.16 (s, 1H), 8.00 (d, J=1.8 Hz, 1H), 7.76 (dd, J=8.3, 1.9 Hz, 1H), 7.6... The reactants are C(C)OC(C)N1N=NN=C1C1=C(C=CC=C1)C1=CC=C(C=C1)CBr (2'-[1-(1-ethoxyethyl)-1H-tetrazol-5-yl]-biphenyl-4-ylmethylbromide), C(=O)([O-])[O-].[K+].[K+] (K2CO3), BrC=1C=C2C(=NC1C(OC)OC)N=C(N2)CCCC (6-bromo-2-butyl-5-dimethoxymethyl-1H-imidazo[4,5-b]pyridine). The solvent is C(C)(=O)OCC (ethyl acetate), CN(C)C=O (DMF). Run at time 5 hour. Product: BrC=1C=C2C(=NC1C(OC)OC)N(C(=N2)CCCC)CC2=CC=C(C=C2)C2=C(C=CC=C2)C2=NN=NN2C(C)OCC (6-bromo-2-butyl-5-dimethoxymethyl-3-{2'-[1-(1-ethoxyethyl)-1H-tetrazol-5-yl]-biphenyl-4-ylmethyl}-3H-imidazo[4,5-b]pyridine). The yield is 59.3%. RXN SMILES: [Br:1][C:2]1[CH:3]=[C:4]2[NH:15][C:14]([CH2:16][CH2:17][CH2:18][CH3:19])=[N:13][C:5]2=[N:6][C:7]=1[CH:8]([O:11][CH3:12])[O:9][CH3:10].[CH2:20]([O:22][CH:23]([N:25]1[C:29]([C:30]2[CH:35]=[CH:34][CH:33]=[CH:32][C:31]=2[C:36]2[CH:41]=[CH:40][C:39]([CH2:42]Br)=[CH:38][CH:37]=2)=[N:28][N:27]=[N:26]1)[CH3:24])[CH3:21].C([O-])([O-])=O.[K+].[K+]>CN(C=O)C.C(OCC)(=O)C>[Br:1][C:2]1[CH:3]=[C:4]2[N:15]=[C:14]([CH2:16][CH2:17][CH2:18][CH3:19])[N:13]([CH2:42][C:39]3[CH:38]=[CH:37][C:36]([C:31]4[CH:32]=[CH:33][CH:34]=[CH:35][C:30]=4[C:29]4[N:25]([CH:23]([O:22][CH2:20][CH3:21])[CH3:24])[N:26]=[N:27][N:28]=4)=[CH:41][CH:40]=3)[C:5]2=[N:6][C:7]=1[CH:8]([O:11][CH3:12])[O:9][CH3:10] |f:2.3.4|. Procedure details: 0.61 g (1.86 mmole) of the compound obtained in step 8 was dissolved in 3 ml of DMF and thereto were added 0.79 g (2.05 mmole) of 2'-[1-(1-ethoxyethyl)-1H-tetrazol-5-yl]-biphenyl-4-ylmethylbromide and 0.51 g (3.72 mmole) of K2CO3. The resulting solution was stirred at room temperature for 5 hours and diluted with 50 ml of ethyl acetate. The resultant was washed with water (25 ml×3) and dried over Na2SO4, and then concentrated under reduced pressure and purified with column chromatography (hexane... Starting materials: ice water, C=1(C(O)=CC=CC1)OC (guaiacol), C1(CCCO1)=O (γ-butyrolactone), C([O-])(O)=O.[Na+] (sodium bicarbonate), [O-]CC.[K+] (potassium ethoxide). Reaction conditions: temperature 110 celsius, time 10 hour. Product: COC1=C(OCCCC(=O)O)C=CC=C1 (4-(2-methoxyphenoxy)butanoic acid). Yield: 55.0%. RXN SMILES: [C:1]1([O:8][CH3:9])[C:2](=[CH:4][CH:5]=[CH:6][CH:7]=1)[OH:3].[C:10]1(=[O:15])[O:14][CH2:13][CH2:12][CH2:11]1.[O-]CC.[K+].C(=O)(O)[O-].[Na+]>>[CH3:9][O:8][C:1]1[CH:7]=[CH:6][CH:5]=[CH:4][C:2]=1[O:3][CH2:13][CH2:12][CH2:11][C:10]([OH:15])=[O:14] |f:2.3,4.5|. Reported procedure: To the mixture of guaiacol (2-methoxyphenol, 1.0 equivalent) and γ-butyrolactone, cooled in an ice-water bath, was added potassium ethoxide in small portions. The reaction mixture was heated at 110° C. overnight, and then at 155° C. for an additional 10 hours. The mixture was then poured into ice water, basified to pH 9.5 with saturated sodium bicarbonate, and extracted with chloroform. The aqueous phase was separated, acidified to pH 2.5 with 2N HCl, and extracted with a mixture of chloroform:i... Starting materials: CC(C)(C)OC(=O)N1CCC(c2ccc(OCCCO)cc2)C(OCc2ccc3cccnc3c2)C1, CS(=O)(=O)Cl. Product: CC(C)(C)OC(=O)N1CCC(c2ccc(OCCCOS(C)(=O)=O)cc2)C(OCc2ccc3cccnc3c2)C1. Reaction SMILES: [C:1]([CH3:2])([CH3:3])([CH3:4])[O:5][C:6](=[O:7])[N:8]1[CH2:9][CH:10]([O:25][CH2:26][c:27]2[cH:28][cH:29][c:30]3[cH:31][cH:32][cH:33][n:34][c:35]3[cH:36]2)[CH:11]([c:14]2[cH:15][cH:16][c:17]([O:20][CH2:21][CH2:22][CH2:23][OH:24])[cH:18][cH:19]2)[CH2:12][CH2:13]1.[CH3:37][S:38]([Cl:39])(=[O:40])=[O:41]>>[C:1]([CH3:2])([CH3:3])([CH3:4])[O:5][C:6](=[O:7])[N:8]1[CH2:9][CH:10]([O:25][CH2:26][c:27]2[cH:28][cH:29][c:30]3[cH:31][cH:32][cH:33][n:34][c:35]3[cH:36]2)[CH:11]([c:14]2[cH:15][cH:16][c:17]([O:20][CH2:21][CH2:22][CH2:23][O:24][S:38]([CH3:37])(=[O:40])=[O:41])[cH:18][cH:19]2)[CH2:12][CH2:13]1.